This data is from the Open Reaction Database (ORD), a public repository of structured organic reaction records. The task is: describe an organic reaction: reactants, conditions, products, and yield The reactants are N1C=CC2=CC=C(C=C12)C(=O)N[C@H](C(C)C)C(=O)N1CCC(CC1)C1CCN(CC1)C (1-(Indole-6-carbonyl-D-valinyl)-4-(1-methylpiperidin-4-yl)piperidine), Cl (HCl). Yields the product Cl.N1C=CC2=CC=C(C=C12)C(=O)N[C@H](C(C)C)C(=O)N1CCC(CC1)C1CCN(CC1)C (1-(Indole-6-carbonyl-D-valinyl)-4-(1-methylpiperidin-4-yl)piperidine Hydrochloride). Yield: 98.3%. RXN SMILES: [NH:1]1[C:9]2[C:4](=[CH:5][CH:6]=[C:7]([C:10]([NH:12][C@@H:13]([C:17]([N:19]3[CH2:24][CH2:23][CH:22]([CH:25]4[CH2:30][CH2:29][N:28]([CH3:31])[CH2:27][CH2:26]4)[CH2:21][CH2:20]3)=[O:18])[CH:14]([CH3:16])[CH3:15])=[O:11])[CH:8]=2)[CH:3]=[CH:2]1.[ClH:32]>>[ClH:32].[NH:1]1[C:9]2[C:4](=[CH:5][CH:6]=[C:7]([C:10]([NH:12][C@@H:13]([C:17]([N:19]3[CH2:24][CH2:23][CH:22]([CH:25]4[CH2:26][CH2:27][N:28]([CH3:31])[CH2:29][CH2:30]4)[CH2:21][CH2:20]3)=[O:18])[CH:14]([CH3:15])[CH3:16])=[O:11])[CH:8]=2)[CH:3]=[CH:2]1 |f:2.3|. Reported procedure: 1-(Indole-6-carbonyl-D-valinyl)-4-(1-methylpiperidin-4-yl)piperidine (3.4 g, 8.03 mmol) is suspended in 0.2 N aqueous HCl (40.2 mL, 8.03 mmol) and sonicated. The resulting solution is lyophilized to give 3.64 g (98%) of the title compound. Starting materials: COC1=C(CN(S(=O)(=O)C2=C(C=C(C(=C2)F)O[C@@H]2[C@H](CCCC2)C2=CC=NN2C2OCCCC2)F)C2=NC=NC=C2)C=CC(=C1)OC (N-(2,4-dimethoxybenzyl)-2,5-difluoro-N-(pyrimidin-4-yl)-4-({(1S*,2R*)-2-[1-(tetrahydro-2H-pyran-2-yl)-1H-pyrazol-5-yl]cyclohexyl}oxy)benzenesulfonamide), C(C)[SiH](CC)CC (triethylsilane), CO (methanol). The solvent is ClCCl (dichloromethane), FC(C(=O)O)(F)F (trifluoroacetic acid). Reaction conditions: time 1 hour. The product is FC1=C(C=C(C(=C1)O[C@@H]1[C@H](CCCC1)C1=CC=NN1)F)S(=O)(=O)NC1=NC=NC=C1 (2,5-Difluoro-4-{[(1S*,2R*)-2-(1H-pyrazol-5-yl)cyclohexyl]oxy}-N-(pyrimidin-4-yl)benzenesulfonamide). Yield: 76.4%. Reaction SMILES: COC1C=C(OC)C=CC=1C[N:6]([C:36]1[CH:41]=[CH:40][N:39]=[CH:38][N:37]=1)[S:7]([C:10]1[CH:15]=[C:14]([F:16])[C:13]([O:17][C@H:18]2[CH2:23][CH2:22][CH2:21][CH2:20][C@@H:19]2[C:24]2[N:28](C3CCCCO3)[N:27]=[CH:26][CH:25]=2)=[CH:12][C:11]=1[F:35])(=[O:9])=[O:8].C([SiH](CC)CC)C.CO>ClCCl.FC(F)(F)C(O)=O>[F:35][C:11]1[CH:12]=[C:13]([O:17][C@H:18]2[CH2:23][CH2:22][CH2:21][CH2:20][C@@H:19]2[C:24]2[NH:28][N:27]=[CH:26][CH:25]=2)[C:14]([F:16])=[CH:15][C:10]=1[S:7]([NH:6][C:36]1[CH:41]=[CH:40][N:39]=[CH:38][N:37]=1)(=[O:8])=[O:9]. Procedure details: To a solution of the N-(2,4-dimethoxybenzyl)-2,5-difluoro-N-(pyrimidin-4-yl)-4-({(1S*,2R*)-2-[1-(tetrahydro-2H-pyran-2-yl)-1H-pyrazol-5-yl]cyclohexyl}oxy)benzenesulfonamide (366 mg, 0.547 mmol) prepared in Example 22b and triethylsilane (0.40 mL) in dichloromethane (4.0 mL), trifluoroacetic acid (4.0 mL) was added at room temperature, and the reaction solution was stirred for 1 hour. To the reaction solution, methanol (4.0 mL) was added, and the mixture was further stirred at room temperature fo... Starting materials: CNC (Dimethylamine), C(C)(=O)C1=C(N=C(S1)N1[C@H](COCC1)CC1=CNC2=CC=C(C=C12)C(=O)O)C (3-{[(3S)-4-(5-Acetyl-4-methyl-1,3-thiazol-2-yl)morpholin-3-yl]methyl}-1H-indole-5-carboxylic acid), FC1=C(C(=C(C(=C1O)F)F)F)F (pentafluorophenol), CCN(C(C)C)C(C)C (DIPEA), C(CCl)Cl (EDC). Run in CN(C)C=O (DMF). Reaction conditions: time 48 hour. Product: C(C)(=O)C1=C(N=C(S1)N1[C@H](COCC1)CC1=CNC2=CC=C(C=C12)C(=O)N(C)C)C (3-{[(3S)-4-(5-Acetyl-4-methyl-1,3-thiazol-2-yl)morpholin-3-yl]methyl}-N,N-dimethyl-1H-indole-5-carboxamide). Isolated yield 32.3%. Reaction SMILES: [C:1]([C:4]1[S:8][C:7]([N:9]2[CH2:14][CH2:13][O:12][CH2:11][C@@H:10]2[CH2:15][C:16]2[C:24]3[C:19](=[CH:20][CH:21]=[C:22]([C:25](O)=[O:26])[CH:23]=3)[NH:18][CH:17]=2)=[N:6][C:5]=1[CH3:28])(=[O:3])[CH3:2].FC1C(O)=C(F)C(F)=C(F)C=1F.C[CH2:42][N:43](C(C)C)[CH:44](C)C.C(Cl)CCl.CNC>CN(C=O)C>[C:1]([C:4]1[S:8][C:7]([N:9]2[CH2:14][CH2:13][O:12][CH2:11][C@@H:10]2[CH2:15][C:16]2[C:24]3[C:19](=[CH:20][CH:21]=[C:22]([C:25]([N:43]([CH3:44])[CH3:42])=[O:26])[CH:23]=3)[NH:18][CH:17]=2)=[N:6][C:5]=1[CH3:28])(=[O:3])[CH3:2]. Reported procedure: To a stirred solution of Example 11 (0.115 g, 0.29 mmol) in DMF (2 mL) was added pentafluorophenol (0.064 g, 0.35 mmol), DIPEA (0.100 mL, 0.57 mmol) and EDC (0.072 g, 0.37 mmol). The reaction mixture was stirred at r.t. for 48 h. Dimethylamine (40% w/v in water, 5 mL) was added and the reaction mixture stirred for 16 h at r.t. The reaction mixture was concentrated in vacuo. DCM (5 mL) and water (5 mL) were added. The aqueous layer was extracted with DCM (2×3 mL). The combined organic fractions w... Starting materials: C(#N)C1=C(C=CC=C1)C1=CC=C(C=C1)CC(C(=O)OC)C(CCCC)=O (methyl 2-[(2′-cyanobiphenyl-4-yl)methyl]-3-oxoheptanoate), CC1(OCCC(C1)NC1=NN=CN1)C (N-(2,2-dimethyltetrahydro-2H-pyran-4-yl)-4H-1,2,4-triazol-3-amine). Run at temperature 250 celsius, time 20 minute. Product: C(CCC)C1=C(C(N(C=2N1N=CN2)C2CC(OCC2)(C)C)=O)CC2=CC=C(C=C2)C=2C(=CC=CC2)C#N (4′-{[7-butyl-4-(2,2-dimethyltetrahydro-2H-pyran-4-yl)-5-oxo-4,5-dihydro[1,2,4]triazolo[1,5-a]pyrimidin-6-yl]methyl}biphenyl-2-carbonitrile). The yield is 71.3%. Reaction SMILES: [C:1]([C:3]1[CH:8]=[CH:7][CH:6]=[CH:5][C:4]=1[C:9]1[CH:14]=[CH:13][C:12]([CH2:15][CH:16]([C:21](=O)[CH2:22][CH2:23][CH2:24][CH3:25])[C:17](OC)=[O:18])=[CH:11][CH:10]=1)#[N:2].[CH3:27][C:28]1([CH3:40])[CH2:33][CH:32]([NH:34][C:35]2[NH:39][CH:38]=[N:37][N:36]=2)[CH2:31][CH2:30][O:29]1>>[CH2:22]([C:21]1[N:36]2[N:37]=[CH:38][N:39]=[C:35]2[N:34]([CH:32]2[CH2:31][CH2:30][O:29][C:28]([CH3:40])([CH3:27])[CH2:33]2)[C:17](=[O:18])[C:16]=1[CH2:15][C:12]1[CH:11]=[CH:10][C:9]([C:4]2[C:3]([C:1]#[N:2])=[CH:8][CH:7]=[CH:6][CH:5]=2)=[CH:14][CH:13]=1)[CH2:23][CH2:24][CH3:25]. Procedure details: A mixture of methyl 2-[(2′-cyanobiphenyl-4-yl)methyl]-3-oxoheptanoate (0.89 g) and N-(2,2-dimethyltetrahydro-2H-pyran-4-yl)-4H-1,2,4-triazol-3-amine (0.25 g) was stirred at 250° C. for 20 min under microwave irradiation. The obtained reaction mixture was purified by silica gel column chromatography to give the title compound as a colorless solid (0.45 g, 71%). Starting materials: CC(C)(C)OC(=O)Nc1ccc(C(C)(C)C)c([N+](=O)[O-])c1, CO. Product: CC(C)(C)OC(=O)Nc1ccc(C(C)(C)C)c(N)c1. As a reaction SMILES: [C:1]([CH3:2])([CH3:3])([CH3:4])[O:5][C:6]([NH:7][c:8]1[cH:9][c:10]([N+:18]([O-:19])=[O:20])[c:11]([C:14]([CH3:15])([CH3:16])[CH3:17])[cH:12][cH:13]1)=[O:21].[CH3:22][OH:23]>>[C:1]([CH3:2])([CH3:3])([CH3:4])[O:5][C:6]([NH:7][c:8]1[cH:9][c:10]([NH2:18])[c:11]([C:14]([CH3:15])([CH3:16])[CH3:17])[cH:12][cH:13]1)=[O:21]. Reactants: OC1=CC=C2C(C(=COC2=C1)C1=CC(=CC=C1)OC)=O (7-hydroxy-3′-methoxyisoflavone), C(C)(=O)OC(C)=O (acetic anhydride). Run in N1=CC=CC=C1 (pyridine). The product is C(C)(=O)OC1=CC=C2C(C(=COC2=C1)C1=CC(=CC=C1)OC)=O (7-Acetoxy-3′-methoxyisoflavone). As a reaction SMILES: [OH:1][C:2]1[CH:11]=[C:10]2[C:5]([C:6](=[O:20])[C:7]([C:12]3[CH:17]=[CH:16][CH:15]=[C:14]([O:18][CH3:19])[CH:13]=3)=[CH:8][O:9]2)=[CH:4][CH:3]=1.[C:21](OC(=O)C)(=[O:23])[CH3:22]>N1C=CC=CC=1>[C:21]([O:1][C:2]1[CH:11]=[C:10]2[C:5]([C:6](=[O:20])[C:7]([C:12]3[CH:17]=[CH:16][CH:15]=[C:14]([O:18][CH3:19])[CH:13]=3)=[CH:8][O:9]2)=[CH:4][CH:3]=1)(=[O:23])[CH3:22]. Reported procedure: 7-Acetoxy-3′-methoxyisoflavone was prepared from 7-hydroxy-3′-methoxyisoflavone (1.7 g, 6.3 mmol), acetic anhydride (6 ml) and pyridine (1.0 ml) as described for 4′,7-diacetoxydaidzein. Yield: (1.6 g, 81%) m.p. 118° C. 1H NMR (CDCl3): δ 2.36 (s, 3H, OCOCH3), 3.85 (s, 3H, OMe), 6.95 (dd, 1H, J 2.0 Hz 8.3 Hz, H6), 6.70-7.40 (m, 5H, ArH), 8.01 (s, 1H, H2), 8.32 (d, 1H, J 8.7 Hz, H5). The reactants are O=C([O-])O, CCC(C)I, Nc1cc(C(=O)O)cc(S)c1Oc1ccccc1, [Na+]. The product is CCC(C)Sc1cc(C(=O)O)cc(N)c1Oc1ccccc1. RXN SMILES: [C:24](=[O:25])([O-:26])[OH:27].[CH:19]([CH3:20])([CH2:21][CH3:22])[I:23].[NH2:1][c:2]1[c:3]([O:12][c:13]2[cH:14][cH:15][cH:16][cH:17][cH:18]2)[c:4]([SH:11])[cH:5][c:6]([C:7](=[O:8])[OH:9])[cH:10]1.[Na+:28]>>[NH2:1][c:2]1[c:3]([O:12][c:13]2[cH:14][cH:15][cH:16][cH:17][cH:18]2)[c:4]([S:11][CH:19]([CH3:20])[CH2:21][CH3:22])[cH:5][c:6]([C:7](=[O:8])[OH:9])[cH:10]1. As a reaction SMILES: Cl.[CH3:2][O:3][C:4]1[CH:9]=[CH:8][CH:7]=[CH:6][C:5]=1[N:10]1[CH2:15][CH2:14][NH:13][CH2:12][CH2:11]1.[OH-].[Na+].Br[CH2:19][CH2:20][Cl:21].C(OCC)(=O)C.ClCCl>CS(C)=O>[Cl:21][CH2:20][CH2:19][N:13]1[CH2:14][CH2:15][N:10]([C:5]2[CH:6]=[CH:7][CH:8]=[CH:9][C:4]=2[O:3][CH3:2])[CH2:11][CH2:12]1 |f:0.1,2.3,5.6|. Run in CS(=O)C (DMSO). Reported procedure: A mixture of 1-(2-methoxyphenyl)piperazine HCl (52.5 mmol) and powdered sodium hydroxide (105 mmol) in DMSO (40 mL), was stirred at ambient temperature. After 0.5 h, 1-bromo-2-chloroethane (78.8 mmol) was added to the solution and left to stir for 4 h. The reaction was monitored by TLC (ethyl acetate: dichloromethane 1:4), upon completion, the mixture was poured into 200 mL of ice water and the product was extracted with dichloromethane twice, dried with sodium sulfate, and solvent was removed u... Reaction conditions: time 0.5 hour. Yield: 54.6%. The product is ClCCN1CCN(CC1)C1=C(C=CC=C1)OC (1-(2-Chloroethyl)-4-(2-methoxyphenyl)piperazine). The reactants are C(C)(=O)OCC.ClCCl (ethyl acetate dichloromethane), ice water, Cl.COC1=C(C=CC=C1)N1CCNCC1 (1-(2-methoxyphenyl)piperazine HCl), [OH-].[Na+] (sodium hydroxide), BrCCCl (1-bromo-2-chloroethane). The reactants are C(C=C)[C@@H]1C(N([C@@H]([C@H](C1)C1=CC(=CC=C1)Cl)C1=CC=C(C=C1)Cl)[C@H](C(=O)O)CC)=O ((S)-2-((3S,5R,6S)-3-allyl-5-(3-chlorophenyl)-6-(4-chlorophenyl)-2-oxopiperidin-1-yl)butanoic acid), C(C)N (ethylamine), Cl.C(C)N=C=NCCCN(C)C (N1-((ethylimino)methylene)-N3,N3-dimethylpropane-1,3-diamine hydrochloride), N1=NN(C2=NC=CC=C21)O (3H-[1,2,3]triazolo[4,5-b]pyridin-3-ol), C([O-])(O)=O.[Na+] (sodium bicarbonate), Cl (HCl). Solvent: C(Cl)Cl (DCM), CN(C)C=O (DMF). Conditions: temperature 25 celsius, time 12 hour. Yields the product C(C=C)[C@@H]1C(N([C@@H]([C@H](C1)C1=CC(=CC=C1)Cl)C1=CC=C(C=C1)Cl)[C@H](C(=O)NCC)CC)=O ((S)-2-((3S,5R,6S)-3-allyl-5-(3-chlorophenyl)-6-(4-chlorophenyl)-2-oxopiperidin-1-yl)-N-ethylbutanamide). As a reaction SMILES: [CH2:1]([C@H:4]1[CH2:9][C@H:8]([C:10]2[CH:15]=[CH:14][CH:13]=[C:12]([Cl:16])[CH:11]=2)[C@@H:7]([C:17]2[CH:22]=[CH:21][C:20]([Cl:23])=[CH:19][CH:18]=2)[N:6]([C@@H:24]([CH2:28][CH3:29])[C:25]([OH:27])=O)[C:5]1=[O:30])[CH:2]=[CH2:3].[CH2:31]([NH2:33])[CH3:32].Cl.C(N=C=NCCCN(C)C)C.N1C2C(=NC=CC=2)N(O)N=1.C(=O)(O)[O-].[Na+].Cl>C(Cl)Cl.CN(C=O)C>[CH2:1]([C@H:4]1[CH2:9][C@H:8]([C:10]2[CH:15]=[CH:14][CH:13]=[C:12]([Cl:16])[CH:11]=2)[C@@H:7]([C:17]2[CH:22]=[CH:21][C:20]([Cl:23])=[CH:19][CH:18]=2)[N:6]([C@@H:24]([CH2:28][CH3:29])[C:25]([NH:33][CH2:31][CH3:32])=[O:27])[C:5]1=[O:30])[CH:2]=[CH2:3] |f:2.3,5.6|. Procedure: A solution of 107 mg (0.24 mmol) of (S)-2-((3S,5R,6S)-3-allyl-5-(3-chlorophenyl)-6-(4-chlorophenyl)-2-oxopiperidin-1-yl)butanoic acid (Example 33, Step A) and ethylamine (31.4 μL, 0.479 mmol) in DCM (539 μL) and DMF (59.9 μL) was treated at 0° C. with N1-((ethylimino)methylene)-N3,N3-dimethylpropane-1,3-diamine hydrochloride (138 mg, 0.719 mmol), 3H-[1,2,3]triazolo[4,5-b]pyridin-3-ol (98 mg, 0.719 mmol), and sodium bicarbonate (60.4 mg, 0.719 mmol), successively. Then the reaction was stirred at...